This data is from the Open Reaction Database (ORD), a public repository of structured organic reaction records. The task is: describe an organic reaction: reactants, conditions, products, and yield Reactants: N1N=CC(=C1)C=1C2=C(N=CN1)N(C=C2)COCC[Si](C)(C)C (4-(1H-pyrazol-4-yl)-7-[2-(trimethylsilyl)ethoxy]methyl-7H-pyrrolo[2,3-d]pyrimidine), C(#N)C=C1CC(C1)C(=O)OCC (ethyl 3-(cyanomethylene)cyclobutanecarboxylate), N12CCCCCC2=NCCC1 (1,8-diazabicyclo[5.4.0]undec-7-ene). The solvent is C(C)#N (acetonitrile). Reaction conditions: time 136 hour. The product is C(#N)CC1(CC(C1)C(=O)OCC)N1N=CC(=C1)C=1C2=C(N=CN1)N(C=C2)COCC[Si](C)(C)C (ethyl 3-(cyanomethyl)-3-[4-(7-[2-(trimethylsilyl)ethoxy]methyl-7H-pyrrolo[2,3-d]pyrimidin-4-yl)-1H-pyrazol-1-yl]cyclobutanecarboxylate). As a reaction SMILES: [NH:1]1[CH:5]=[C:4]([C:6]2[C:7]3[CH:14]=[CH:13][N:12]([CH2:15][O:16][CH2:17][CH2:18][Si:19]([CH3:22])([CH3:21])[CH3:20])[C:8]=3[N:9]=[CH:10][N:11]=2)[CH:3]=[N:2]1.[C:23]([CH:25]=[C:26]1[CH2:29][CH:28]([C:30]([O:32][CH2:33][CH3:34])=[O:31])[CH2:27]1)#[N:24].N12CCCN=C1CCCCC2>C(#N)C>[C:23]([CH2:25][C:26]1([N:1]2[CH:5]=[C:4]([C:6]3[C:7]4[CH:14]=[CH:13][N:12]([CH2:15][O:16][CH2:17][CH2:18][Si:19]([CH3:22])([CH3:21])[CH3:20])[C:8]=4[N:9]=[CH:10][N:11]=3)[CH:3]=[N:2]2)[CH2:29][CH:28]([C:30]([O:32][CH2:33][CH3:34])=[O:31])[CH2:27]1)#[N:24]. Reported procedure: To a solution of 4-(1H-pyrazol-4-yl)-7-[2-(trimethylsilyl)ethoxy]methyl-7H-pyrrolo[2,3-d]pyrimidine (5.23 g, 16.6 mmol) and ethyl 3-(cyanomethylene)cyclobutanecarboxylate (prepared in Step 4) in acetonitrile (40 mL) was added 1,8-diazabicyclo[5.4.0]undec-7-ene (2.48 mL, 16.6 mmol). The mixture was stirred for 136 hours at room temperature. The solvent was removed in vacuo. Flash column chromatography, eluting with a gradient of 50-90% ethyl acetate in hexanes afforded product as a mixture of cis...